Dataset: the Open Reaction Database (ORD), a public repository of structured organic reaction records. Task: describe an organic reaction: reactants, conditions, products, and yield Starting materials: CC(C)C1=CC(=C(C(=C1)C(C)C)C2=C(C=CC=C2)P(C3CCCCC3)C4CCCCC4)C(C)C (X-Phos), OC1=C(C(C2(C3=CC=C(C=C13)Cl)CCCC2)=O)C(=O)NCC(=O)OC(C)(C)C (1,1-dimethylethyl N-((4′-hydroxy-2′-oxo-6′-chloro-spiro[cyclopentane-1,1′-naphthalen]-3′-yl)carbonyl)glycinate), C1(=CC=CC=C1)B(O)O (phenylboronic acid), C(=O)([O-])[O-].[K+].[K+] (K2CO3), O (water). Reagents/catalysts: C=1C=CC(=CC1)/C=C/C(=O)/C=C/C2=CC=CC=C2.C=1C=CC(=CC1)/C=C/C(=O)/C=C/C2=CC=CC=C2.C=1C=CC(=CC1)/C=C/C(=O)/C=C/C2=CC=CC=C2.[Pd].[Pd] (Pd2(dba)3). Solvent: O1CCOCC1 (1,4-dioxane), CCOC(=O)C (EtOAc). Run at temperature 110 celsius, time 6 hour. The product is OC1=C(C(C2(C3=CC=C(C=C13)C1=CC=CC=C1)CCCC2)=O)C(=O)NCC(=O)OC(C)(C)C (1,1-Dimethylethyl N-((4′-hydroxy-2′-oxo-6′-phenyl-spiro[cyclopentane-1,1′-naphthalen]-3′-yl)carbonyl)glycinate). Isolated yield 41.7%. RXN SMILES: [OH:1][C:2]1[C:11]2[C:6](=[CH:7][CH:8]=[C:9](Cl)[CH:10]=2)[C:5]2([CH2:16][CH2:15][CH2:14][CH2:13]2)[C:4](=[O:17])[C:3]=1[C:18]([NH:20][CH2:21][C:22]([O:24][C:25]([CH3:28])([CH3:27])[CH3:26])=[O:23])=[O:19].[C:29]1(B(O)O)[CH:34]=[CH:33][CH:32]=[CH:31][CH:30]=1.C([O-])([O-])=O.[K+].[K+].O.CC(C1C=C(C(C)C)C(C2C=CC=CC=2P(C2CCCCC2)C2CCCCC2)=C(C(C)C)C=1)C>CCOC(C)=O.C1C=CC(/C=C/C(/C=C/C2C=CC=CC=2)=O)=CC=1.C1C=CC(/C=C/C(/C=C/C2C=CC=CC=2)=O)=CC=1.C1C=CC(/C=C/C(/C=C/C2C=CC=CC=2)=O)=CC=1.[Pd].[Pd].O1CCOCC1>[OH:1][C:2]1[C:11]2[C:6](=[CH:7][CH:8]=[C:9]([C:29]3[CH:34]=[CH:33][CH:32]=[CH:31][CH:30]=3)[CH:10]=2)[C:5]2([CH2:16][CH2:15][CH2:14][CH2:13]2)[C:4](=[O:17])[C:3]=1[C:18]([NH:20][CH2:21][C:22]([O:24][C:25]([CH3:28])([CH3:27])[CH3:26])=[O:23])=[O:19] |f:2.3.4,8.9.10.11.12|. Procedure details: To 1,1-dimethylethyl N-((4′-hydroxy-2′-oxo-6′-chloro-spiro[cyclopentane-1,1′-naphthalen]-3′-yl)carbonyl)glycinate (250 mg, 616 μmol, Example 25A-B) and phenylboronic acid (113 mg, 924 μmol) were added 1,4-dioxane (3080 μL) and K2CO3 in water (924 μL, 1848 μmol). The reaction was then flushed with nitrogen for 10 minutes. Pd2(dba)3 (56.4 mg, 61.6 μmol) and X-Phos (58.7 mg, 123 μmol) were then added, and the reaction mixture was stirred at 110° C. for 6 hours. The reaction mixture was diluted with... Reactants: Br, COc1c(Cl)cc(Cl)c2c(=O)n(N)cnc12. The product is Br, Nn1cnc2c(O)c(Cl)cc(Cl)c2c1=O. Reaction SMILES: [BrH:17].[NH2:1][n:2]1[cH:3][n:4][c:5]2[c:6]([O:15][CH3:16])[c:7]([Cl:14])[cH:8][c:9]([Cl:13])[c:10]2[c:11]1=[O:12]>>[BrH:17].[NH2:1][n:2]1[cH:3][n:4][c:5]2[c:6]([OH:15])[c:7]([Cl:14])[cH:8][c:9]([Cl:13])[c:10]2[c:11]1=[O:12]. Reactants: CC(=O)[O-], COCCOc1cccc2c1C(=O)CO2, CCO, Cl, NO, [Na+]. Yields the product COCCOc1cccc2c1C(=NO)CO2. Reaction SMILES: [CH3:17][C:18](=[O:19])[O-:20].[CH3:1][O:2][CH2:3][CH2:4][O:5][c:6]1[cH:7][cH:8][cH:9][c:10]2[c:11]1[C:12](=[O:15])[CH2:13][O:14]2.[CH3:24][CH2:25][OH:26].[ClH:21].[NH2:22][OH:23].[Na+:16]>>[CH3:1][O:2][CH2:3][CH2:4][O:5][c:6]1[cH:7][cH:8][cH:9][c:10]2[c:11]1[C:12](=[N:22][OH:23])[CH2:13][O:14]2. The reactants are CO, [Li+], C1CCOC1, [OH-], O, COC(=O)c1cc(NC(=O)NC2CN(C(=O)C(C)(C)C)c3ccc(C)cc3N(CC(=O)c3ccccc3C)C2=O)ccc1F. Yields the product Cc1ccc2c(c1)N(CC(=O)c1ccccc1C)C(=O)C(NC(=O)Nc1ccc(F)c(C(=O)O)c1)CN2C(=O)C(C)(C)C. As a reaction SMILES: [CH3:53][OH:54].[Li+:47].[O:48]1[CH2:49][CH2:50][CH2:51][CH2:52]1.[OH-:46].[OH2:45].[c:1]1([CH3:44])[c:2]([C:7](=[O:8])[CH2:9][N:10]2[C:11](=[O:43])[CH:12]([NH:28][C:29](=[O:30])[NH:31][c:32]3[cH:33][c:34]([C:39](=[O:40])[O:41][CH3:42])[c:35]([F:38])[cH:36][cH:37]3)[CH2:13][N:14]([C:22]([C:23]([CH3:24])([CH3:25])[CH3:26])=[O:27])[c:15]3[c:16]2[cH:17][c:18]([CH3:21])[cH:19][cH:20]3)[cH:3][cH:4][cH:5][cH:6]1>>[c:1]1([CH3:44])[c:2]([C:7](=[O:8])[CH2:9][N:10]2[C:11](=[O:43])[CH:12]([NH:28][C:29](=[O:30])[NH:31][c:32]3[cH:33][c:34]([C:39](=[O:40])[OH:41])[c:35]([F:38])[cH:36][cH:37]3)[CH2:13][N:14]([C:22]([C:23]([CH3:24])([CH3:25])[CH3:26])=[O:27])[c:15]3[c:16]2[cH:17][c:18]([CH3:21])[cH:19][cH:20]3)[cH:3][cH:4][cH:5][cH:6]1.